From a dataset of the Open Reaction Database (ORD), a public repository of structured organic reaction records. describe an organic reaction: reactants, conditions, products, and yield The reactants are C(C1=CC=CC=C1)OC(CC1(CCCCC1)C#N)=O ((1-cyanocyclohexyl)acetic acid benzyl ester), [H][H] (hydrogen). Reagents/catalysts: [Rh] (Rh/C). Solvent: CO (methanol). Product: C1CCC(CC1)(CC(=O)O)CN (Gabapentin). The yield is 27.7%. As a reaction SMILES: C([O:8][C:9](=[O:19])[CH2:10][C:11]1([C:17]#[N:18])[CH2:16][CH2:15][CH2:14][CH2:13][CH2:12]1)C1C=CC=CC=1.[H][H]>CO.[Rh]>[CH2:14]1[CH2:13][CH2:12][C:11]([CH2:17][NH2:18])([CH2:10][C:9]([OH:19])=[O:8])[CH2:16][CH2:15]1. Procedure: 1.0 g (3.8 mmol) of (1-cyanocyclohexyl)acetic acid benzyl ester was distilled in 20 ml of methanol, mixed with 0.2 g of Rh/C 5 percent and hydrogenated at 10 bars of hydrogen pressure. After 23 hours at room temperature the suspension was filtered, the filtrate was concentrated to 3 ml, mixed with 25 ml of ethanol, concentrated to 4 ml and put on the cooling shelf. The precipitated product was filtered, washed with ethanol and dried. 0.18 g of Gabapentin was obtained, corresponding to a yield of... Reactants: C(C)(C)(C)OC(NC1CCN(CC1)CCN1C(N=NC2=C1C=C(C=C2)Cl)=O)=O (tert-Butyl{1-[2-(6-chloro-3-oxo-1,2,4-benzotriazin-4(3H)-yl)ethyl]piperidin-4-yl}carbamate), NC1CCN(CC1)CCN1C(C=NC2=CC(=CC=C12)C#N)=O (1-[2-(4-Aminopiperidin-1-yl)ethyl]-2-oxo-1,2-dihydroquinoxaline-6-carbonitrile), C(C)(C)(C)OC(NC1CCN(CC1)CCN1C(N=NC2=C1C=C(C=C2)Cl)=O)=O (tert-Butyl{1-[2-(6-chloro-3-oxo-1,2,4-benzotriazin-4(3H)-yl)ethyl]piperidin-4-yl}carbamate), C(=O)(C(F)(F)F)O (TFA). The product is NC1CCN(CC1)CCN1C(N=NC2=C1C=C(C=C2)Cl)=O (4-[2-(4-Aminopiperidin-1-yl)ethyl]-6-chloro-1,2,4-benzotriazin-3(4H)-one). Reaction SMILES: C(OC(=O)[NH:7][CH:8]1[CH2:13][CH2:12][N:11]([CH2:14][CH2:15][N:16]2[C:21]3[CH:22]=[C:23]([Cl:26])[CH:24]=[CH:25][C:20]=3[N:19]=[N:18][C:17]2=[O:27])[CH2:10][CH2:9]1)(C)(C)C.C(O)(C(F)(F)F)=O.NC1CCN(CCN2C3C(=CC(C#N)=CC=3)N=CC2=O)CC1>>[NH2:7][CH:8]1[CH2:13][CH2:12][N:11]([CH2:14][CH2:15][N:16]2[C:21]3[CH:22]=[C:23]([Cl:26])[CH:24]=[CH:25][C:20]=3[N:19]=[N:18][C:17]2=[O:27])[CH2:10][CH2:9]1. Reported procedure: tert-Butyl{1-[2-(6-chloro-3-oxo-1,2,4-benzotriazin-4(3H)-yl)ethyl]piperidin-4-yl}carbamate (Intermediate 208, 74 mg) was deprotected with TFA as described for Intermediate 197 to give the crude free base of the product, 67 mg. Starting materials: C(C)OC(=O)C1=C(C=NN1C)C1=CC=C(C(=O)N(C=2N=CC=C3C2N(C=C3)C)[C@H]3CN(CCC3)C(=O)OC(C)(C)C)C=C1 ((R)-tert-butyl 3-(4-(5-(ethoxycarbonyl)-1-methyl-1H-pyrazol-4-yl)-N-(1-methyl-1H-pyrrolo[2,3-c]pyridin-7-yl)benzamido)piperidine-1-carboxylate), C(C)OC(=O)C1=C(C=NN1C)C1=CC=C(C(=O)N(C=2N=CC=C3C2N(C=C3)C)[C@H]3CN(CCC3)C(=O)OC(C)(C)C)C=C1 ((R)-tert-butyl 3-(4-(5-(ethoxycarbonyl)-1-methyl-1H-pyrazol-4-yl)-N-(1-methyl-1H-pyrrolo[2,3-c]pyridin-7-yl)benzamido)piperidine-1-carboxylate), [OH-].[Na+] (NaOH). Solvent: CO (MeOH). Reaction conditions: time 2 hour. Product: C(C)(C)(C)OC(=O)N1C[C@@H](CCC1)N(C(=O)C1=CC=C(C=C1)C=1C=NN(C1C(=O)O)C)C=1N=CC=C2C1N(C=C2)C ((R)-4-(4-((1-(tert-butoxycarbonyl)piperidin-3-yl)(1-methyl-1H-pyrrolo[2,3-c]pyridin-7-yl)carbamoyl)phenyl)-1-methyl-1H-pyrazole-5-carboxylic acid). Reaction SMILES: C([O:3][C:4]([C:6]1[N:10]([CH3:11])[N:9]=[CH:8][C:7]=1[C:12]1[CH:43]=[CH:42][C:15]([C:16]([N:18]([C@@H:29]2[CH2:34][CH2:33][CH2:32][N:31]([C:35]([O:37][C:38]([CH3:41])([CH3:40])[CH3:39])=[O:36])[CH2:30]2)[C:19]2[N:20]=[CH:21][CH:22]=[C:23]3[CH:27]=[CH:26][N:25]([CH3:28])[C:24]=23)=[O:17])=[CH:14][CH:13]=1)=[O:5])C.[OH-].[Na+]>CO>[C:38]([O:37][C:35]([N:31]1[CH2:32][CH2:33][CH2:34][C@@H:29]([N:18]([C:19]2[N:20]=[CH:21][CH:22]=[C:23]3[CH:27]=[CH:26][N:25]([CH3:28])[C:24]=23)[C:16]([C:15]2[CH:42]=[CH:43][C:12]([C:7]3[CH:8]=[N:9][N:10]([CH3:11])[C:6]=3[C:4]([OH:5])=[O:3])=[CH:13][CH:14]=2)=[O:17])[CH2:30]1)=[O:36])([CH3:41])([CH3:40])[CH3:39] |f:1.2|. Procedure details: To a solution of the compound from Step 2 (R)-tert-butyl 3-(4-(5-(ethoxycarbonyl)-1-methyl-1H-pyrazol-4-yl)-N-(1-methyl-1H-pyrrolo[2,3-c]pyridin-7-yl)benzamido)piperidine-1-carboxylate (0.2 g, 0.34 mmol) in MeOH (10 mL) was added aqueous NaOH (2 N, 1.5 mL). The reaction mixture was stirred at room temperature for 2 h. The solvent was removed under reduced pressure, and the pH was adjusted with 1N HCl until pH 4. The acidified mixture was extracted with EtOAc (3×10 mL). The combined organic layer... As a reaction SMILES: [C:20]([c:21]1[cH:22][cH:23][cH:24][cH:25][cH:26]1)(=[O:27])[Cl:28].[CH:30]([Cl:31])([Cl:32])[Cl:33].[Cl:1][c:2]1[s:3][c:4]([CH2:7][N:8]2[C:9](=[NH:13])[S:10][CH2:11][CH2:12]2)[cH:5][n:6]1.[Na+:14].[Na+:15].[O-:16][C:17](=[O:18])[O-:19].[OH2:29]>>[Cl:1][c:2]1[s:3][c:4]([CH2:7][N:8]2[C:9](=[N:13][C:20]([c:21]3[cH:22][cH:23][cH:24][cH:25][cH:26]3)=[O:27])[S:10][CH2:11][CH2:12]2)[cH:5][n:6]1. Starting materials: O=C(Cl)c1ccccc1, ClC(Cl)Cl, N=C1SCCN1Cc1cnc(Cl)s1, [Na+], [Na+], O=C([O-])[O-], O. The product is O=C(N=C1SCCN1Cc1cnc(Cl)s1)c1ccccc1. Reactants: O=C(Cl)c1ccccc1, CCCCCCCCOC1CCC(=O)N1, CCCCCC, [Li]CCCC, C1CCOC1. Product: CCCCCCCCOC1CCC(=O)N1C(=O)c1ccccc1. RXN SMILES: [C:21]([c:22]1[cH:23][cH:24][cH:25][cH:26][cH:27]1)(=[O:28])[Cl:29].[CH2:6]([CH2:7][CH2:8][CH2:9][CH2:10][CH2:11][CH2:12][CH3:13])[O:14][CH:15]1[CH2:16][CH2:17][C:18](=[O:20])[NH:19]1.[CH3:30][CH2:31][CH2:32][CH2:33][CH2:34][CH3:35].[Li:1][CH2:2][CH2:3][CH2:4][CH3:5].[O:36]1[CH2:37][CH2:38][CH2:39][CH2:40]1>>[CH2:6]([CH2:7][CH2:8][CH2:9][CH2:10][CH2:11][CH2:12][CH3:13])[O:14][CH:15]1[CH2:16][CH2:17][C:18](=[O:20])[N:19]1[C:21]([c:22]1[cH:23][cH:24][cH:25][cH:26][cH:27]1)=[O:28]. The reactants are FC1=CC(=C(C=C1)O)[N+](=O)[O-] (4-fluoro-2-nitrophenol), O.O.[Sn](Cl)Cl (tin(II) chloride dihydrate), C(=O)(O)[O-].[Na+] (NaHCO3). The solvent is CO (MeOH). Product: NC1=C(C=CC(=C1)F)O (2-amino-4-fluorophenol). Reaction SMILES: [F:1][C:2]1[CH:7]=[CH:6][C:5]([OH:8])=[C:4]([N+:9]([O-])=O)[CH:3]=1.O.O.[Sn](Cl)Cl.C([O-])(O)=O.[Na+]>CO>[NH2:9][C:4]1[CH:3]=[C:2]([F:1])[CH:7]=[CH:6][C:5]=1[OH:8] |f:1.2.3,4.5|. Reported procedure: To a stirred solution of 4-fluoro-2-nitrophenol (4.05 g, 25.8 mmol) in MeOH (200 mL) was added tin(II) chloride dihydrate (17.47 g, 77.4 mmol). The reaction mixture was heated at reflux and monitored by LC/MS. When significant reduction was complete, the reaction mixture was cooled to rt, poured over ice, and made basic (pH 9) with 50% saturated NaHCO3. The aqueous layer was extracted with EtOAc (2×200 mL) and the combined extracts washed with brine, dried over MgSO4, filtered, and concentrated ... Reactants: CN(C)C(=O)N1CC2CC(C=O)(C3CCCC3)CC2C1, CC=C(C)C, [O-][Cl+][O-], [Na+], [Na+], C1CCOC1, O, O, O, O=P([O-])(O)O. The product is CN(C)C(=O)N1CC2CC(C(=O)O)(C3CCCC3)CC2C1. Reaction SMILES: [CH3:1][N:2]([C:3](=[O:4])[N:5]1[CH2:6][CH:7]2[CH:8]([CH2:9]1)[CH2:10][C:11]([CH:13]=[O:14])([CH:15]1[CH2:16][CH2:17][CH2:18][CH2:19]1)[CH2:12]2)[CH3:20].[CH3:33][C:34](=[CH:35][CH3:36])[CH3:37].[Cl+:29]([O-:30])[O-:31].[Na+:28].[Na+:32].[O:38]1[CH2:39][CH2:40][CH2:41][CH2:42]1.[OH2:21].[OH2:22].[OH2:43].[P:23](=[O:24])([O-:25])([OH:26])[OH:27]>>[CH3:1][N:2]([C:3](=[O:4])[N:5]1[CH2:6][CH:7]2[CH:8]([CH2:9]1)[CH2:10][C:11]([C:13](=[O:14])[OH:24])([CH:15]1[CH2:16][CH2:17][CH2:18][CH2:19]1)[CH2:12]2)[CH3:20]. Product: FC(C1=C(C=CC=C1)C1=NC=CC(=C1)CO)(F)F ({2-[2-(Trifluoromethyl)phenyl]pyridin-4-yl}methanol). The reactants are C(=O)([O-])C(O)C(O)C(=O)[O-].[K+].[Na+] (sodium potassium tartrate), FC(C1=C(C=CC=C1)C=1C=C(C(=O)OC)C=CN1)(F)F (Methyl 2-[2-(trifluoromethyl)phenyl]isonicotinate), solution, [H-].[Al+3].[Li+].[H-].[H-].[H-] (lithium aluminum hydride). Reaction conditions: time 2 hour. Reported procedure: 432 mg (1.54 mmol) of the compound from Example 58A were dissolved in 10 ml of THF, and 1.08 ml (1.08 mmol) of a 1 M solution of lithium aluminum hydride in THF were added at −10° C. After the addition had ended, the mixture was stirred at RT for 2 h. For work-up, 4 ml of a saturated sodium potassium tartrate solution were added at RT, and the mixture was extracted with 15 ml of ethyl acetate. The organic phase was washed once with 10 ml of saturated sodium potassium tartrate solution, dried ove... Reaction SMILES: [F:1][C:2]([F:20])([F:19])[C:3]1[CH:8]=[CH:7][CH:6]=[CH:5][C:4]=1[C:9]1[CH:10]=[C:11]([CH:16]=[CH:17][N:18]=1)[C:12](OC)=[O:13].[H-].[Al+3].[Li+].[H-].[H-].[H-].C(C(C(C([O-])=O)O)O)([O-])=O.[K+].[Na+]>C1COCC1>[F:19][C:2]([F:1])([F:20])[C:3]1[CH:8]=[CH:7][CH:6]=[CH:5][C:4]=1[C:9]1[CH:10]=[C:11]([CH2:12][OH:13])[CH:16]=[CH:17][N:18]=1 |f:1.2.3.4.5.6,7.8.9|. Run in C1CCOC1 (THF), C1CCOC1 (THF). Reactants: CCCCCCCC(=O)[O-], CCCCCCCC(=O)[O-], CC(Cl)Cl, CC(O)C1C(=O)NC1C(C)C(=O)C(=[N+]=[N-])C(=O)OCc1ccc([N+](=O)[O-])cc1, [Rh+2], c1ccccc1. The product is CC(O)C1C(=O)N2C(C(=O)OCc3ccc([N+](=O)[O-])cc3)C(=O)C(C)C12. As a reaction SMILES: [C:39]([O-:40])(=[O:41])[CH2:42][CH2:43][CH2:44][CH2:45][CH2:46][CH2:47][CH3:48].[C:50]([O-:51])(=[O:52])[CH2:53][CH2:54][CH2:55][CH2:56][CH2:57][CH2:58][CH3:59].[Cl:29][CH:30]([Cl:31])[CH3:32].[N+:1](=[N-:2])=[C:3]([C:4](=[O:5])[O:6][CH2:7][c:8]1[cH:9][cH:10][c:11]([N+:14](=[O:15])[O-:16])[cH:12][cH:13]1)[C:17]([CH:18]([CH3:19])[CH:20]1[NH:21][C:22](=[O:27])[CH:23]1[CH:24]([CH3:25])[OH:26])=[O:28].[Rh+2:49].[cH:33]1[cH:34][cH:35][cH:36][cH:37][cH:38]1>>[CH:3]1([C:4](=[O:5])[O:6][CH2:7][c:8]2[cH:9][cH:10][c:11]([N+:14](=[O:15])[O-:16])[cH:12][cH:13]2)[C:17](=[O:28])[CH:18]([CH3:19])[CH:20]2[N:21]1[C:22](=[O:27])[CH:23]2[CH:24]([CH3:25])[OH:26]. Reactants: C(C)OC(=O)[C@@H]1CC[C@H](CC1)NC1=NC2=C(N1)C=CC=C2 (trans 4-(1H-benzimidazol-2-ylamino)-cyclohexanecarboxylic acid ethyl ester). Solvent: O1CCOCC1 (dioxane), Cl (HCl). The product is N1C(=NC2=C1C=CC=C2)N[C@@H]2CC[C@H](CC2)C(=O)O (Trans-4-(1H-benzimidazol-2-ylamino)-cyclohexanecarboxylic Acid). The yield is 95.3%. As a reaction SMILES: C([O:3][C:4]([C@H:6]1[CH2:11][CH2:10][C@H:9]([NH:12][C:13]2[NH:17][C:16]3[CH:18]=[CH:19][CH:20]=[CH:21][C:15]=3[N:14]=2)[CH2:8][CH2:7]1)=[O:5])C>O1CCOCC1.Cl>[NH:14]1[C:15]2[CH:21]=[CH:20][CH:19]=[CH:18][C:16]=2[N:17]=[C:13]1[NH:12][C@H:9]1[CH2:8][CH2:7][C@H:6]([C:4]([OH:5])=[O:3])[CH2:11][CH2:10]1. Procedure details: A solution of trans 4-(1H-benzimidazol-2-ylamino)-cyclohexanecarboxylic acid ethyl ester (K) (500 mg, 1.7 mmol) in dioxane (4 mL) and HCl (6 N, 8 mL) was heated to 60° C. for 16 h. After cooling, concentration of the reaction mixture gave trans 4-(1H-benzimidazol-2-ylamino)-cyclohexanecarboxylic acid as a white solid (M) (420 mg): 1H NMR (300 MHz, CD3OD) δ 7.39 (m, 2 H), 7.28 (m, 2 H), 3.57 (m, 1 H), 2.35 (m, 1 H), 2.18 (br t, 4 H), 1.65-1.40 (m, 4 H); mass spectrum m/z 260 [(M+H)+; calcd for C1...